Task: describe an organic reaction: reactants, conditions, products, and yield. Dataset: the Open Reaction Database (ORD), a public repository of structured organic reaction records Reactants: C1(=CC=CC=C1)O (Phenol), B(F)(F)F (BF3), C1C=CC2C1C3CC2C=C3 (Dicyclopentadiene). Run at temperature 70 celsius, time 1 hour. Yields the product C1C=CC2C1C3CC2C=C3.C1(=CC=CC=C1)O (Dicyclopentadiene Phenol). Reaction SMILES: [C:1]1([OH:7])[CH:6]=[CH:5][CH:4]=[CH:3][CH:2]=1.B(F)(F)F.[CH2:12]1[CH:16]2[CH:17]3[CH:21]=[CH:20][CH:19]([CH:15]2[CH:14]=[CH:13]1)[CH2:18]3>>[CH2:12]1[CH:16]2[CH:17]3[CH:21]=[CH:20][CH:19]([CH:15]2[CH:14]=[CH:13]1)[CH2:18]3.[C:1]1([OH:7])[CH:6]=[CH:5][CH:4]=[CH:3][CH:2]=1 |f:3.4|. Reported procedure: Phenol (2714 g, 28.84 moles) is melted in a 5-liter round-bottom flask equipped with mechanical stirrer, temperature controller, and heating mantle. While stirring at 70° C., BF3 etherate (12.38 g, 0.0873 mole) is added. Dicyclopentadiene (381.3 g, 2.88 moles) is added dropwise with the heating mantle removed. The addition rate is controlled so as to maintain the temperature between 70°-85° C., with the total addition taking about one hour. Following the dicyclopentadiene addition, the reaction ... Procedure details: The crude product of the title compound was synthesized by conducting the similar reaction to that mentioned in Example 23 (23g) using {5-[5-(3-chloro-4-isobutylphenyl)-1,2,4-oxadiazol-3-yl]-6-methylpyridin-2-yl}methanol (0.15 g, 0.42 mmol) that was obtained in Example 24 (24i), carbon tetrabromide (0.22 g, 0.67 mmol), triphenylphosphine (0.18 g, 0.67 mmol), methyl 3-azetidinecarboxylate hydrochloride (96 mg, 0.63 mmol), and N,N-diisopropylethylamine (0.22 ml, 1.3 mmol). Subsequently, the crude ... Starting materials: C(Br)(Br)(Br)Br (carbon tetrabromide), C(C)(C)N(C(C)C)CC (N,N-diisopropylethylamine), Example 24 ( 24i ), Cl.N1CC(C1)C(=O)OC (methyl 3-azetidinecarboxylate hydrochloride), Example 23 ( 23g ), ClC=1C=C(C=CC1CC(C)C)C1=NC(=NO1)C=1C=CC(=NC1C)CO ({5-[5-(3-chloro-4-isobutylphenyl)-1,2,4-oxadiazol-3-yl]-6-methylpyridin-2-yl}methanol), C1(=CC=CC=C1)P(C1=CC=CC=C1)C1=CC=CC=C1 (triphenylphosphine). The product is crude product, ClC=1C=C(C=CC1CC(C)C)C1=NC(=NO1)C=1C=CC(=NC1C)CN1CC(C1)C(=O)OC (Methyl 1-({5-[5-(3-chloro-4-isobutylphenyl)-1,2,4-oxadiazol-3-yl]-6-methylpyridin-2-yl}methyl)azetidine-3-carboxylate). Reaction SMILES: [Cl:1][C:2]1[CH:3]=[C:4]([C:12]2[O:16][N:15]=[C:14]([C:17]3[CH:18]=[CH:19][C:20]([CH2:24]O)=[N:21][C:22]=3[CH3:23])[N:13]=2)[CH:5]=[CH:6][C:7]=1[CH2:8][CH:9]([CH3:11])[CH3:10].C(Br)(Br)(Br)Br.C1(P(C2C=CC=CC=2)C2C=CC=CC=2)C=CC=CC=1.Cl.[NH:51]1[CH2:54][CH:53]([C:55]([O:57][CH3:58])=[O:56])[CH2:52]1.C(N(CC)C(C)C)(C)C>>[Cl:1][C:2]1[CH:3]=[C:4]([C:12]2[O:16][N:15]=[C:14]([C:17]3[CH:18]=[CH:19][C:20]([CH2:24][N:51]4[CH2:54][CH:53]([C:55]([O:57][CH3:58])=[O:56])[CH2:52]4)=[N:21][C:22]=3[CH3:23])[N:13]=2)[CH:5]=[CH:6][C:7]=1[CH2:8][CH:9]([CH3:11])[CH3:10] |f:3.4|.